From a dataset of the Open Reaction Database (ORD), a public repository of structured organic reaction records. describe an organic reaction: reactants, conditions, products, and yield The reactants are BrC=1C(NC(NC1C)=O)=O (5-bromo-6-methyl-2,4(1H, 3H)pyrimidinedione), ClC1=CC=C(C=C1)N1CCNCC1 (1-(4-chlorophenyl)-piperazine), O.O.[F-].[K+] (potassium fluoride dihydrate), C([O-])([O-])=O.[K+].[K+] (potassium carbonate), ice water. Run in CS(=O)C (dimethylsulfoxide). The product is ClC1=CC=C(C=C1)N1CCN(CC1)C=1C(NC(NC1C)=O)=O (5-[4-(4-Chlorophenyl)-1-piperazinyl]-6-methyl-2,4-(1H, 3H)-pyrimidinedione). The yield is 18.9%. As a reaction SMILES: Br[C:2]1[C:3](=[O:10])[NH:4][C:5](=[O:9])[NH:6][C:7]=1[CH3:8].[Cl:11][C:12]1[CH:17]=[CH:16][C:15]([N:18]2[CH2:23][CH2:22][NH:21][CH2:20][CH2:19]2)=[CH:14][CH:13]=1.O.O.[F-].[K+].C(=O)([O-])[O-].[K+].[K+]>CS(C)=O>[Cl:11][C:12]1[CH:13]=[CH:14][C:15]([N:18]2[CH2:23][CH2:22][N:21]([C:2]3[C:3](=[O:10])[NH:4][C:5](=[O:9])[NH:6][C:7]=3[CH3:8])[CH2:20][CH2:19]2)=[CH:16][CH:17]=1 |f:2.3.4.5,6.7.8|. Reported procedure: A mixture of 20.50 g (0.100 mole) of 5-bromo-6-methyl-2,4(1H, 3H)pyrimidinedione, 26.96 g (0.100 mole of 1-(4-chlorophenyl)-piperazine, 10.35 g (0.110 mole) of potassium fluoride dihydrate and 41.40 g (0.300 mole) of potassium carbonate in 200 ml of dimethylsulfoxide was heated at 80° for 72 hours. The reaction mixture was cooled and poured into 1 l of ice water. The solid was collected, washed with water, and recrystallized from ethanol to give 6.05 g of the product as a dull yellow solid.